This data is from the Open Reaction Database (ORD), a public repository of structured organic reaction records. The task is: describe an organic reaction: reactants, conditions, products, and yield Starting materials: C(C)OP(OCC)(=O)C(C(CC(C)(C)C1=C(C=CC(=C1)F)OC)=O)(F)F ([1,1-difluoro-4-(5-fluoro-2-methoxyphenyl)-4-methyl-2-oxopentyl]phosphonic acid diethyl ester), [OH-].[Na+] (sodium hydroxide). Run in hexanes, O (water), CO (methanol), O (water). Run at time 30 minute. The product is FC(C(CC(C)(C1=C(C=CC(=C1)F)OC)C)=O)F (1,1,-difluoro-4-methyl-4-(2-methoxy-5-fluorophenyl)pentan-2-one). Isolated yield 95.9%. RXN SMILES: C(OP([C:9]([F:26])([F:25])[C:10](=[O:24])[CH2:11][C:12]([C:15]1[CH:20]=[C:19]([F:21])[CH:18]=[CH:17][C:16]=1[O:22][CH3:23])([CH3:14])[CH3:13])(=O)OCC)C.[OH-].[Na+]>CO.O>[F:26][CH:9]([F:25])[C:10](=[O:24])[CH2:11][C:12]([CH3:13])([C:15]1[CH:20]=[C:19]([F:21])[CH:18]=[CH:17][C:16]=1[O:22][CH3:23])[CH3:14] |f:1.2|. Procedure: To a solution of [1,1-difluoro-4-(5-fluoro-2-methoxyphenyl)-4-methyl-2-oxopentyl]phosphonic acid diethyl ester (1.0 g) in methanol (12.0 mL) was added a solution of sodium hydroxide (0.04 g) in water (1 mL). The mixture was stirred at room temperature for 30 minutes. The mixture was diluted with hexanes (50 mL) and water (50 mL) and the organic phase was separated, dried, filtered, and evaporated in vacuo to give 1,1,-difluoro-4-methyl-4-(2-methoxy-5-fluorophenyl)pentan-2-one (0.63 g) as an oil ... Reactants: C1(CCCCC(=O)O1)=O (adipic anhydride), C=CCCCCCC (1-octene), cobalt (II) 0 acetate, O=O (oxygen), C(CCCCCCC)C1C(=O)OC(CCC1)=O (2-octyladipic anhydride). The reagents and catalysts are C(C)(=O)[O-].[Mn+2].C(C)(=O)[O-] (manganese (II) acetate). Run in C(C)(=O)O (acetic acid). The product is C(CCCCCCC)C1C(=O)OC(C(CC1)CCCCCCCC)=O (2,5-dioctyladipic anhydride). Reaction SMILES: C1(=O)OC(=O)CCCC1.[CH2:10]=[CH:11][CH2:12][CH2:13][CH2:14][CH2:15][CH2:16][CH3:17].O=O.[CH2:20]([CH:28]1[CH2:35][CH2:34][CH2:33][C:32](=[O:36])[O:31][C:29]1=[O:30])[CH2:21][CH2:22][CH2:23][CH2:24][CH2:25][CH2:26][CH3:27]>C([O-])(=O)C.[Mn+2].C([O-])(=O)C.C(O)(=O)C>[CH2:20]([CH:28]1[CH2:35][CH2:34][CH:33]([CH2:10][CH2:11][CH2:12][CH2:13][CH2:14][CH2:15][CH2:16][CH3:17])[C:32](=[O:36])[O:31][C:29]1=[O:30])[CH2:21][CH2:22][CH2:23][CH2:24][CH2:25][CH2:26][CH3:27] |f:4.5.6|. Procedure details: A mixture of 20 mmol of adipic anhydride, 2 mmol of 1-octene, 0.04 mmol of manganese (II) acetate, 0.002 mmol of cobalt (II) 0 acetate and 2 ml of acetic acid was stirred at 90° C. in an atmosphere of a gaseous mixture of nitrogen and oxygen (9:1) (1 atm=0.101 MPa) for 3 hours. The resulting reaction mixture was analyzed to find that 2-octyladipic anhydride and 2,5-dioctyladipic anhydride were produced in yields of 29% and 2%, respectively, with a conversion from 1-octene of 63%. Reactants: FC1=CC=C(C=C1)CC1=CN=C2C(=C(C(N(C2=C1)CCN1C(CCCC1)=O)=O)C(=O)OCC)O (ethyl 7-[(4-fluorophenyl)methyl]-4-hydroxy-2-oxo-1-[2-(2-oxo-1-piperidinyl)ethyl]-1,2-dihydro-1,5-naphthyridine-3-carboxylate), NCCCCO (4-amino-1-butanol). The product is FC1=CC=C(C=C1)CC1=CN=C2C(=C(C(N(C2=C1)CCN1C(CCCC1)=O)=O)C(=O)NCCCCO)O (7-[(4-Fluorophenyl)methyl]-4-hydroxy-N-(4-hydroxybutyl)-2-oxo-1-[2-(2-oxo-1-piperidinyl)ethyl]-1,2-dihydro-1,5-naphthyridine-3-carboxamide). Reaction SMILES: [F:1][C:2]1[CH:7]=[CH:6][C:5]([CH2:8][C:9]2[CH:18]=[C:17]3[C:12]([C:13]([OH:34])=[C:14]([C:29](OCC)=[O:30])[C:15](=[O:28])[N:16]3[CH2:19][CH2:20][N:21]3[CH2:26][CH2:25][CH2:24][CH2:23][C:22]3=[O:27])=[N:11][CH:10]=2)=[CH:4][CH:3]=1.[NH2:35][CH2:36][CH2:37][CH2:38][CH2:39][OH:40]>>[F:1][C:2]1[CH:3]=[CH:4][C:5]([CH2:8][C:9]2[CH:18]=[C:17]3[C:12]([C:13]([OH:34])=[C:14]([C:29]([NH:35][CH2:36][CH2:37][CH2:38][CH2:39][OH:40])=[O:30])[C:15](=[O:28])[N:16]3[CH2:19][CH2:20][N:21]3[CH2:26][CH2:25][CH2:24][CH2:23][C:22]3=[O:27])=[N:11][CH:10]=2)=[CH:6][CH:7]=1. Reported procedure: This compound was prepared from ethyl 7-[(4-fluorophenyl)methyl]-4-hydroxy-2-oxo-1-[2-(2-oxo-1-piperidinyl)ethyl]-1,2-dihydro-1,5-naphthyridine-3-carboxylate and 4-amino-1-butanol using methods similar to Example 563 to provide a white solid: 1H NMR (d6-DMSO) δ 10.28 (1H, t, J=7 Hz), 8.53 (1H, s), 8.17 (1H, s), 7.38 (2H, dd, J=6, 8 Hz), 7.11 (2H, t, J=9 Hz), 4.42 (1H, t, J=5 Hz), 4.36 (2H, t, J=5 Hz), 4.13 (2H, s), 3.47 (2H, t, J=7 Hz), 3.21-3.42 (6H, m), 2.00 (2H, t, J=6 Hz), 1.41-1.82 (8H, m);... The reactants are O=C(O)c1cc(Br)ccc1Cl, NCC12CC3CC(CC(C3)C1)C2, CCN(C(C)C)C(C)C, O=C(Cl)C(=O)Cl, ClCCl, CC(Cl)Cl, CN(C)C=O. The product is O=C(NCC12CC3CC(CC(C3)C1)C2)c1cc(Br)ccc1Cl. Reaction SMILES: [Br:1][c:2]1[cH:3][cH:4][c:5]([Cl:11])[c:6]([C:7](=[O:8])[OH:9])[cH:10]1.[C:18]12([CH2:28][NH2:29])[CH2:19][CH:20]3[CH2:21][CH:22]([CH2:23][CH:24]([CH2:25]1)[CH2:26]3)[CH2:27]2.[CH:30]([N:31]([CH2:32][CH3:33])[CH:34]([CH3:35])[CH3:36])([CH3:37])[CH3:38].[Cl:12][C:13]([C:14]([Cl:15])=[O:16])=[O:17].[Cl:39][CH2:40][Cl:41].[Cl:42][CH:43]([Cl:44])[CH3:45].[O:46]=[CH:47][N:48]([CH3:49])[CH3:50]>>[Br:1][c:2]1[cH:3][cH:4][c:5]([Cl:11])[c:6]([C:7](=[O:9])[NH:29][CH2:28][C:18]23[CH2:19][CH:20]4[CH2:21][CH:22]([CH2:23][CH:24]([CH2:25]2)[CH2:26]4)[CH2:27]3)[cH:10]1. The reactants are FC(C(=O)N1CCN(CC1)C1CN(C1)C(=O)C=1C=C2CCCNC2=CC1)(F)F (6-({3-[4-(Trifluoroacetyl)piperazin-1-yl]azetidin-1-yl}carbonyl)-1,2,3,4-tetrahydroquinoline), C(=O)([O-])[O-].[K+].[K+] (K2CO3). Run in CO (MeOH). Reaction conditions: time 30 minute. Product: N1(CCNCC1)C1CN(C1)C(=O)C=1C=C2CCCNC2=CC1 (6-([3-piperazin-1-yl]-azetidin-1-yl)carbonyl-1,2,3,4-tetrahydroquinoline). The yield is 92.6%. As a reaction SMILES: FC(F)(F)C([N:5]1[CH2:10][CH2:9][N:8]([CH:11]2[CH2:14][N:13]([C:15]([C:17]3[CH:18]=[C:19]4[C:24](=[CH:25][CH:26]=3)[NH:23][CH2:22][CH2:21][CH2:20]4)=[O:16])[CH2:12]2)[CH2:7][CH2:6]1)=O.C([O-])([O-])=O.[K+].[K+]>CO>[N:8]1([CH:11]2[CH2:14][N:13]([C:15]([C:17]3[CH:18]=[C:19]4[C:24](=[CH:25][CH:26]=3)[NH:23][CH2:22][CH2:21][CH2:20]4)=[O:16])[CH2:12]2)[CH2:9][CH2:10][NH:5][CH2:6][CH2:7]1 |f:1.2.3|. Procedure: To a solution of compound 20b (529 mg, 1.33 mmol) in MeOH (10 mL) was added K2CO3 (368 mg, 2.66 mmol). The reaction mixture was stirred at room temperature for 30 min. The resultant mixture was filtered, concentrated under reduced pressure, and the resultant residue was partitioned between CH2Cl2 and H2O. The organic phase was dried over Na2SO4, filtered, and concentrated under reduced pressure to give compound 20c (370 mg). LC/MS m/z (M+H+) 301.0. Starting materials: C(C)(=O)O[C@H]1[C@@H](O[C@@H]([C@H]([C@@H]1OC(C)=O)OC(C)=O)COC(C)=O)OC1=NNC(=C1CC1=C(C=C(C=C1)OCCC(NC(C)(C)C(=O)O)=O)C)C(C)C (3-(2,3,4,6-tetra-O-acetyl-β-D-glucopyranosyloxy)-4-[(4-{2-[1-carboxy-1-(methyl)ethyl-carbamoyl]ethoxy}-2-methylphenyl)methyl]-5-isopropyl-1H-pyrazole), NCCCO (3-amino-1-propanol), NC(C(=O)N)(C)C (2-amino-2-methylpropionamide). Yields the product [C@@H]1([C@H](O)[C@@H](O)[C@H](O)[C@H](O1)CO)OC1=NNC(=C1CC1=C(C=C(C=C1)OCCC(NC(C)(C)C(NCCCO)=O)=O)C)C(C)C (3-(β-D-Glucopyranosyloxy)-4-[(4-{2-[1-(3-hydroxypropyl-carbamoyl)-1-(methyl)ethylcarbamoyl]ethoxy}-2-methyl-phenyl)methyl]-5-isopropyl-1H-pyrazole). RXN SMILES: C([O:4][C@@H:5]1[C@@H:10]([O:11]C(=O)C)[C@H:9]([O:15]C(=O)C)[C@@H:8]([CH2:19][O:20]C(=O)C)[O:7][C@H:6]1[O:24][C:25]1[C:29]([CH2:30][C:31]2[CH:36]=[CH:35][C:34]([O:37][CH2:38][CH2:39][C:40](=[O:48])[NH:41][C:42]([C:45](O)=[O:46])([CH3:44])[CH3:43])=[CH:33][C:32]=2[CH3:49])=[C:28]([CH:50]([CH3:52])[CH3:51])[NH:27][N:26]=1)(=O)C.[NH2:53][CH2:54][CH2:55][CH2:56][OH:57].NC(C)(C)C(N)=O>>[C@@H:6]1([O:24][C:25]2[C:29]([CH2:30][C:31]3[CH:36]=[CH:35][C:34]([O:37][CH2:38][CH2:39][C:40](=[O:48])[NH:41][C:42]([C:45](=[O:46])[NH:53][CH2:54][CH2:55][CH2:56][OH:57])([CH3:44])[CH3:43])=[CH:33][C:32]=3[CH3:49])=[C:28]([CH:50]([CH3:52])[CH3:51])[NH:27][N:26]=2)[O:7][C@H:8]([CH2:19][OH:20])[C@@H:9]([OH:15])[C@H:10]([OH:11])[C@H:5]1[OH:4]. Procedure details: The title compound was prepared in a similar manner to that described in Example 78 using 3-(2,3,4,6-tetra-O-acetyl-β-D-glucopyranosyloxy)-4-[(4-{2-[1-carboxy-1-(methyl)ethyl-carbamoyl]ethoxy}-2-methylphenyl)methyl]-5-isopropyl-1H-pyrazole and 3-amino-1-propanol instead of 3-(2,3,4,6-tetra-O-acetyl-β-D-glucopyranosyloxy)-4-{[4-(2-carboxyethoxy)-2-methylphenyl]methyl}-5-isopropyl-1H-pyrazole and 2-amino-2-methylpropionamide, respectively.